This data is from the Open Reaction Database (ORD), a public repository of structured organic reaction records. The task is: describe an organic reaction: reactants, conditions, products, and yield Starting materials: CCCCn1c(CO)cnc1-c1ccccc1, NCc1ccc2c(c1)OCO2, CC#N, ClC(Cl)Cl, O=S(Cl)Cl. Yields the product CCCCn1c(CNCc2ccc3c(c2)OCO3)cnc1-c1ccccc1. Reaction SMILES: [CH2:1]([CH2:2][CH2:3][CH3:4])[n:5]1[c:6](-[c:12]2[cH:13][cH:14][cH:15][cH:16][cH:17]2)[n:7][cH:8][c:9]1[CH2:10][OH:11].[CH2:22]([c:23]1[cH:24][c:25]2[c:29]([cH:30][cH:31]1)[O:28][CH2:27][O:26]2)[NH2:32].[CH3:37][C:38]#[N:39].[CH:33]([Cl:34])([Cl:35])[Cl:36].[S:18]([Cl:19])([Cl:20])=[O:21]>>[CH2:1]([CH2:2][CH2:3][CH3:4])[n:5]1[c:6](-[c:12]2[cH:13][cH:14][cH:15][cH:16][cH:17]2)[n:7][cH:8][c:9]1[CH2:10][NH:32][CH2:22][c:23]1[cH:24][c:25]2[c:29]([cH:30][cH:31]1)[O:28][CH2:27][O:26]2. The reactants are OC1=CC=C(C=O)C=C1 (4-hydroxybenzaldehyde), C(C(O)C)(=O)OCC.S(=O)(=O)([O-])C1=CC=C(C)C=C1 ((-)-ethyl lactate tosylate), C([O-])([O-])=O.[K+].[K+] (potassium carbonate). Solvent: C(C)#N (acetonitrile). Product: OC1=CC=C(OC(C(=O)OCC)C)C=C1 ((+)-ethyl 2-(4-hydroxyphenoxy)propionate). The yield is 95.2%. Reaction SMILES: [OH:1][C:2]1[CH:9]=[CH:8][C:5](C=O)=[CH:4][CH:3]=1.[C:10]([O:15][CH2:16][CH3:17])(=[O:14])[CH:11]([CH3:13])[OH:12].S(C1C=CC(C)=CC=1)([O-])(=O)=O.C(=O)([O-])[O-].[K+].[K+]>C(#N)C>[OH:1][C:2]1[CH:9]=[CH:8][C:5]([O:12][CH:11]([CH3:13])[C:10]([O:15][CH2:16][CH3:17])=[O:14])=[CH:4][CH:3]=1 |f:1.2,3.4.5|. Procedure: 12.2 g of 4-hydroxybenzaldehyde, 30 g of (-)-ethyl lactate-tosylate ([α]D25 =-34.2°, optical purity: 96%), 20 g of potassium carbonate and 100 g of acetonitrile, were mixed, and the mixture was refluxed for 5 hours and then cooled to room temperature. The reaction mixture was treated in the same manner as in Reference Example 3, whereby 20.0 g of (+)-ethyl 2-(4-hydroxyphenoxy)propionate was obtained as a colorless transparent liquid. The boiling point was from 130° to 140° C./1 mmHg. [α]D25 =+51... The reactants are Cl.CS(=O)(=O)C1=CC=C(C=C1)NN (4-(Methylsulphonyl)phenylhydrazine hydrochloride), ClC1=CC=C(C=C1)C(CC(=O)C1=CC=C(C=C1)Cl)=O (1,3-bis[4-chlorophenyl]propane-1,3-dione), CC(=O)C (acetone), C(C)#N (acetonitrile). The solvent is C(C)O (ethanol). The product is CS(=O)(=O)C1=CC=C(C=C1)N1N=C(C=C1C1=CC=C(C=C1)Cl)C1=CC=C(C=C1)Cl (1-[4-(methylsulfonyl)phenyl]-3,5-bis(4-chlorophenyl)-1H-pyrazole). As a reaction SMILES: Cl.[CH3:2][S:3]([C:6]1[CH:11]=[CH:10][C:9]([NH:12][NH2:13])=[CH:8][CH:7]=1)(=[O:5])=[O:4].[Cl:14][C:15]1[CH:20]=[CH:19][C:18]([C:21](=O)[CH2:22][C:23]([C:25]2[CH:30]=[CH:29][C:28]([Cl:31])=[CH:27][CH:26]=2)=O)=[CH:17][CH:16]=1.CC(C)=O.C(#N)C>C(O)C>[CH3:2][S:3]([C:6]1[CH:7]=[CH:8][C:9]([N:12]2[C:23]([C:25]3[CH:26]=[CH:27][C:28]([Cl:31])=[CH:29][CH:30]=3)=[CH:22][C:21]([C:18]3[CH:17]=[CH:16][C:15]([Cl:14])=[CH:20][CH:19]=3)=[N:13]2)=[CH:10][CH:11]=1)(=[O:5])=[O:4] |f:0.1|. Procedure: 4-(Methylsulphonyl)phenylhydrazine hydrochloride (1.4 g, 6.2 mmol) is added to a stirred solution of 1,3-bis[4-chlorophenyl]propane-1,3-dione (1.6 g, 5.4 mmol) in a mixture of ethanol (50 mL), acetone and acetonitrile. The reaction is heated to reflux and stirred. After cooling to room temperature, the reaction mixture is concentrated in vacuo. The residue is taken up in ethyl acetate and washed with water and brine and dried over MgSO4, filtered, and concentrated in vacuo to give 1-[4-(methylsu... Reactants: C(=O)[O-].[K+] (potassium formate), C(C1=CC=CC=C1)N1C(OC2=C1C=C(C(=C2)[N+](=O)[O-])OC2=CC=C(C=C2)C(C)(C)C)=O (3-N-benzyl-5-(4-t-butylphenoxy)-6-nitro-benzoxazol-2-one), C(C)(C)(CC)C1=C(OC(C(=O)Cl)CCCC)C=CC(=C1)C(C)(C)CC (2-(2,4-di-t-pentylphenoxy)hexanoyl chloride), NC1=CC2=C(NC(O2)=O)C=C1OC1=CC=C(C=C1)C(C)(C)C (6-amino-5-(4-t-butylphenoxy)-benzoxazol-2-one). The reagents and catalysts are [Pd] (Pd/C). The solvent is O (water), O (water), C(C)(C)O (isopropyl alcohol), C1(=CC=CC=C1)C (toluene), C1(=CC=CC=C1)C (toluene). Run at temperature 60 celsius, time 3 hour. The product is C(C)(C)(CC)C1=C(OC(C(=O)NC2=CC3=C(NC(O3)=O)C=C2OC2=CC=C(C=C2)C(C)(C)C)CCCC)C=CC(=C1)C(C)(C)CC (6-{2-(2,4-di-t-pentylphenoxy)hexanoyl}amino-5-(4-t-butylphenoxy)-benzoxazol-2-one). Isolated yield 69.2%. RXN SMILES: C([N:8]1[C:12]2[CH:13]=[C:14]([O:20][C:21]3[CH:26]=[CH:25][C:24]([C:27]([CH3:30])([CH3:29])[CH3:28])=[CH:23][CH:22]=3)[C:15]([N+:17]([O-])=O)=[CH:16][C:11]=2[O:10][C:9]1=[O:31])C1C=CC=CC=1.C([O-])=O.[K+].NC1C(OC2C=CC(C(C)(C)C)=CC=2)=CC2NC(=O)OC=2C=1.[C:58]([C:63]1[CH:77]=[C:76]([C:78]([CH2:81][CH3:82])([CH3:80])[CH3:79])[CH:75]=[CH:74][C:64]=1[O:65][CH:66]([CH2:70][CH2:71][CH2:72][CH3:73])[C:67](Cl)=[O:68])([CH2:61][CH3:62])([CH3:60])[CH3:59]>O.C1(C)C=CC=CC=1.[Pd].C(O)(C)C>[C:58]([C:63]1[CH:77]=[C:76]([C:78]([CH2:81][CH3:82])([CH3:79])[CH3:80])[CH:75]=[CH:74][C:64]=1[O:65][CH:66]([CH2:70][CH2:71][CH2:72][CH3:73])[C:67]([NH:17][C:15]1[C:14]([O:20][C:21]2[CH:26]=[CH:25][C:24]([C:27]([CH3:28])([CH3:30])[CH3:29])=[CH:23][CH:22]=2)=[CH:13][C:12]2[NH:8][C:9](=[O:31])[O:10][C:11]=2[CH:16]=1)=[O:68])([CH2:61][CH3:62])([CH3:59])[CH3:60] |f:1.2|. Procedure: In a 500-ml flask, place 17.4 g (0.04 m) of 3-N-benzyl-5-(-t-butylphenoxy)-6-nitro-benzoxazol-2-one (5b), 70 ml of isopropyl alcohol and 35 ml of toluene. Heat the mixture to 60° C. Add 0.8 g of 5% Pd/C wet with 1 ml of water and 16.8 g (0.2 m) of potassium formate in 30 ml of water. Stir the reaction mixture vigorously at 60°-70° C. for 3 hrs under nitrogen. Cool the reaction mixture containing 6-amino-5-(4-t-butylphenoxy)-benzoxazol-2-one (6b; Y=4-t-butylphenoxy) to 15° C. and add 16.2 g (0.04... RXN SMILES: [Br:1][c:2]1[cH:3][cH:4][cH:5][c:6]2[c:12]1[O:11][CH2:10][CH2:9][N:8]([C:13](=[O:14])[O:15][C:16]([CH3:17])([CH3:18])[CH3:19])[CH2:7]2.[CH2:20]1[CH2:21][CH2:22][NH:23][CH2:24][CH2:25]1.[CH3:26][C:27]([CH3:28])([O-:29])[CH3:30].[Na+:31].[O:32]1[CH2:33][CH2:34][O:35][CH2:36][CH2:37]1.[O:40]=[C:41]([CH:42]=[CH:43][c:44]1[cH:45][cH:46][cH:47][cH:48][cH:49]1)[CH:50]=[CH:51][c:52]1[cH:53][cH:54][cH:55][cH:56][cH:57]1.[O:58]=[C:59]([CH:60]=[CH:61][c:62]1[cH:63][cH:64][cH:65][cH:66][cH:67]1)[CH:68]=[CH:69][c:70]1[cH:71][cH:72][cH:73][cH:74][cH:75]1.[O:76]=[C:77]([CH:78]=[CH:79][c:80]1[cH:81][cH:82][cH:83][cH:84][cH:85]1)[CH:86]=[CH:87][c:88]1[cH:89][cH:90][cH:91][cH:92][cH:93]1.[OH2:94].[Pd:38].[Pd:39]>>[c:2]1([N:23]2[CH2:22][CH2:21][CH2:20][CH2:25][CH2:24]2)[cH:3][cH:4][cH:5][c:6]2[c:12]1[O:11][CH2:10][CH2:9][N:8]([C:13](=[O:14])[O:15][C:16]([CH3:17])([CH3:18])[CH3:19])[CH2:7]2. Reactants: CC(C)(C)OC(=O)N1CCOc2c(Br)cccc2C1, C1CCNCC1, CC(C)(C)[O-], [Na+], C1COCCO1, O=C(C=Cc1ccccc1)C=Cc1ccccc1, O=C(C=Cc1ccccc1)C=Cc1ccccc1, O=C(C=Cc1ccccc1)C=Cc1ccccc1, O, [Pd], [Pd]. The product is CC(C)(C)OC(=O)N1CCOc2c(cccc2N2CCCCC2)C1. The reactants are C(C1=CC=CC=C1)OCC=CCO (4-benzyloxy-2-buten-1-ol), ClC1=CC(=CC=C1)C(=O)OO (m-chloroperbenzoic acid). Solvent: ClCCl (dichloromethane). The product is C(C1=CC=CC=C1)OCC1C(CO)O1 (4-benzyloxy-2,3-epoxybutan-1-ol). Yield: 99.1%. As a reaction SMILES: [CH2:1]([O:8][CH2:9][CH:10]=[CH:11][CH2:12][OH:13])[C:2]1[CH:7]=[CH:6][CH:5]=[CH:4][CH:3]=1.ClC1C=CC=C(C(OO)=[O:22])C=1>ClCCl>[CH2:1]([O:8][CH2:9][CH:10]1[O:22][CH:11]1[CH2:12][OH:13])[C:2]1[CH:7]=[CH:6][CH:5]=[CH:4][CH:3]=1. Procedure: 7.13 g (0.04 mol) of 4-benzyloxy-2-buten-1-ol was dissolved in 250 ml of dichloromethane and 8.6 g (0.04 mol) of m-chloroperbenzoic acid (purity: 80%) was added thereto in four portions under ice-cooling and stirring. After stirring the mixture at the same temperature for additional 1 hour, the precipitate thus formed was filtered off. The filtrate was poured into a 10% aqueous solution of sodium hydrosulfite, extracted with dichloromethane, washed with water, and dried. After distilling off the... Reactants: ClC=1C2=C(N=CN1)NC=C2 (4-chloro-7H-pyrrolo[2,3-d]pyrimidine), CI (methyl iodide), NC=1C=C(C=CC1)C#C (m-aminophenyl acetylene). Yields the product Cl.C(#C)C=1C=C(C=CC1)NC=1C2=C(N=CN1)N(C=C2)C ((3-Ethynyl-phenyl)-(7-methyl-pyrrolo[2,3-d]pyrimidin-4-yl)-amine Hydrochloride). As a reaction SMILES: [Cl:1][C:2]1[C:3]2[CH:10]=[CH:9][NH:8][C:4]=2[N:5]=[CH:6][N:7]=1.[CH3:11]I.[NH2:13][C:14]1[CH:15]=[C:16]([C:20]#[CH:21])[CH:17]=[CH:18][CH:19]=1>>[ClH:1].[C:20]([C:16]1[CH:15]=[C:14]([NH:13][C:2]2[C:3]3[CH:10]=[CH:9][N:8]([CH3:11])[C:4]=3[N:5]=[CH:6][N:7]=2)[CH:19]=[CH:18][CH:17]=1)#[CH:21] |f:3.4|. Procedure: Following the procedure described in Example 1, the title compound was prepared from 4-chloro-7H-pyrrolo[2,3-d]pyrimidine and methyl iodide, and m-aminophenyl acetylene (75%). TS-MS: 249 (MH+); anal. RP18-HPLC RT: min. Starting materials: [BH3-]C#N, CO, COC(OC)OC, CCC=O, [Na+], O=C(c1ccc(CN(Cc2ncc[nH]2)Cc2ncc[nH]2)cc1)N1CCNCC1. Yields the product CCCN1CCN(C(=O)c2ccc(CN(Cc3ncc[nH]3)Cc3ncc[nH]3)cc2)CC1. RXN SMILES: [C:29]([BH3-:30])#[N:31].[CH3:44][OH:45].[CH:33]([O:34][CH3:35])([O:36][CH3:37])[O:38][CH3:39].[CH:40]([CH2:41][CH3:42])=[O:43].[Na+:32].[nH:1]1[c:2]([CH2:6][N:7]([CH2:8][c:9]2[nH:10][cH:11][cH:12][n:13]2)[CH2:14][c:15]2[cH:16][cH:17][c:18]([C:21](=[O:22])[N:23]3[CH2:24][CH2:25][NH:26][CH2:27][CH2:28]3)[cH:19][cH:20]2)[n:3][cH:4][cH:5]1>>[nH:1]1[c:2]([CH2:6][N:7]([CH2:8][c:9]2[n:10][cH:11][cH:12][nH:13]2)[CH2:14][c:15]2[cH:16][cH:17][c:18]([C:21](=[O:22])[N:23]3[CH2:24][CH2:25][N:26]([CH2:40][CH2:41][CH3:42])[CH2:27][CH2:28]3)[cH:19][cH:20]2)[n:3][cH:4][cH:5]1. Reactants: COC=1C=C(C=C(C1)OC)CC(=O)O (3,5-dimethoxy-phenylacetic acid), C(=O)(N1C=NC=C1)N1C=NC=C1 (1,1′-carbonyl-diimidazole), CN(C=O)C (N,N-dimethylformamide), CNC=1C(=NC=CC1)C1=CC=C(C(=C1)N1CCOCC1)C (methyl-(6-morpholin-4-yl-4-tolyl-pyridin-3-yl)-amine). Run at time 30 minute. The product is COC=1C=C(C=C(C1)OC)CC(=O)N(C=1C=NC(=CC1C1=C(C=CC=C1)C)N1CCOCC1)C (2-(3,5-Dimethoxy-phenyl)-N-methyl-N-(6-morpholin-4-yl-4-o-tolyl-pyridin-3-yl)-acetamide). Yield: 75.0%. As a reaction SMILES: [CH3:1][O:2][C:3]1[CH:4]=[C:5]([CH2:11][C:12]([OH:14])=O)[CH:6]=[C:7]([O:9][CH3:10])[CH:8]=1.C(N1[CH:26]=[CH:25]N=C1)(N1C=CN=C1)=O.C[NH:28][C:29]1[C:30]([C:35]2[CH:40]=[C:39]([N:41]3[CH2:46][CH2:45][O:44][CH2:43][CH2:42]3)[C:38]([CH3:47])=[CH:37][CH:36]=2)=[N:31][CH:32]=CC=1.[CH3:48]N(C)C=O>>[CH3:10][O:9][C:7]1[CH:6]=[C:5]([CH2:11][C:12]([N:31]([CH3:32])[C:30]2[CH:29]=[N:28][C:39]([N:41]3[CH2:42][CH2:43][O:44][CH2:45][CH2:46]3)=[CH:40][C:35]=2[C:36]2[CH:37]=[CH:38][CH:47]=[CH:48][C:25]=2[CH3:26])=[O:14])[CH:4]=[C:3]([O:2][CH3:1])[CH:8]=1. Reported procedure: To a solution of 226 mg (1.15 mmol) 3,5-dimethoxy-phenylacetic acid in 7 ml N,N-dimethylformamide were added 244 mg (1.5 mmol) 1,1′-carbonyl-diimidazole and the solution was stirred for 30 min at room temperature. After addition of 283 mg (1 mmol) of methyl-(6-morpholin-4-yl-4-tolyl-pyridin-3-yl)-amine (as described in step f) for the preparation of Example 23), the reaction mixture was heated at 70° C. for 7 h. After cooling to room temperature, the solvent was removed in vacuo and the residue ... Starting materials: NC1CN(c2ncc(C(F)(F)F)cc2Cl)C1, CC(C)(C)OC(=O)NC1CN(c2ccccn2)C1. Product: NC1CN(c2ccccn2)C1. RXN SMILES: [Cl:19][c:20]1[c:21]([N:22]2[CH2:23][CH:24]([NH2:25])[CH2:26]2)[n:27][cH:28][c:29]([C:30]([F:31])([F:32])[F:33])[cH:34]1.[n:1]1[c:2]([N:7]2[CH2:8][CH:9]([NH:11][C:12](=[O:13])[O:14][C:15]([CH3:16])([CH3:17])[CH3:18])[CH2:10]2)[cH:3][cH:4][cH:5][cH:6]1>>[n:1]1[c:2]([N:7]2[CH2:8][CH:9]([NH2:11])[CH2:10]2)[cH:3][cH:4][cH:5][cH:6]1.